Dataset: the Open Reaction Database (ORD), a public repository of structured organic reaction records. Task: describe an organic reaction: reactants, conditions, products, and yield The reactants are O(C1=CC=CC=C1)C=1C=CC(=NC1)N (5-Phenoxy-pyridin-2-ylamine), ClC=1C(=C(C=CC1)S(=O)(=O)Cl)C (3-chloro-2-methylbenzenesulfonyl chloride). Run in N1=CC=CC=C1 (pyridine). Yields the product ClC=1C(=C(C=CC1)S(=O)(=O)NC1=NC=C(C=C1)OC1=CC=CC=C1)C (3-Chloro-2-methyl-N-(5-phenoxy-pyridin-2-yl)-benzenesulfonamide). The yield is 18.4%. As a reaction SMILES: [O:1]([C:8]1[CH:9]=[CH:10][C:11]([NH2:14])=[N:12][CH:13]=1)[C:2]1[CH:7]=[CH:6][CH:5]=[CH:4][CH:3]=1.[Cl:15][C:16]1[C:17]([CH3:26])=[C:18]([S:22](Cl)(=[O:24])=[O:23])[CH:19]=[CH:20][CH:21]=1>N1C=CC=CC=1>[Cl:15][C:16]1[C:17]([CH3:26])=[C:18]([S:22]([NH:14][C:11]2[CH:10]=[CH:9][C:8]([O:1][C:2]3[CH:3]=[CH:4][CH:5]=[CH:6][CH:7]=3)=[CH:13][N:12]=2)(=[O:24])=[O:23])[CH:19]=[CH:20][CH:21]=1. Reported procedure: 5-Phenoxy-pyridin-2-ylamine (100 mg) was treated with 3-chloro-2-methylbenzenesulfonyl chloride (122 mg) in the presence of pyridine (3 mL) as described in example 172, step C] to give 3-Chloro-2-methyl-N-(5-phenoxy-pyridin-2-yl)-benzenesulfonamide (37 mg) as a white foam. MS (ESI): 375.1 (MH+). Reactants: CS(=O)(=O)Oc1cccc(-c2nc(=O)c3ccccc3s2)n1, CCOC(C)=O, [H-], [Na+], CN(C)C=O, O, Sc1ccncc1. Reaction SMILES: [CH3:10][S:11]([O:12][c:15]1[n:16][c:17](-[c:21]2[s:22][c:23]3[c:24]([c:25](=[O:27])[n:26]2)[cH:28][cH:29][cH:30][cH:31]3)[cH:18][cH:19][cH:20]1)(=[O:13])=[O:14].[CH3:32][CH2:33][O:34][C:35](=[O:36])[CH3:37].[H-:8].[Na+:9].[O:38]=[CH:39][N:40]([CH3:41])[CH3:42].[OH2:43].[SH:1][c:2]1[cH:3][cH:4][n:5][cH:6][cH:7]1>>[S:1]([c:2]1[cH:3][cH:4][n:5][cH:6][cH:7]1)[CH2:32][c:15]1[n:16][c:17](-[c:21]2[s:22][c:23]3[c:24]([c:25](=[O:27])[n:26]2)[cH:28][cH:29][cH:30][cH:31]3)[cH:18][cH:19][cH:20]1. The product is O=c1nc(-c2cccc(CSc3ccncc3)n2)sc2ccccc12. Reactants: C(C)C1N2C(C3=CC=CC=C3C1)OC(C2=O)=O (4-ethyl-5,9b-dihydro-4H-1-oxa-3a-aza-cyclopenta[a]naphthalene-2,3-dione), S(O)(O)(=O)=O (sulfuric acid). Run in CO (methanol). Yields the product C(C)C1N=CC2=CC=CC=C2C1 (3-Ethyl-3,4-dihydroisoquinoline). RXN SMILES: [CH2:1]([CH:3]1[CH2:12][C:11]2[C:6](=[CH:7][CH:8]=[CH:9][CH:10]=2)[CH:5]2OC(=O)C(=O)[N:4]12)[CH3:2].S(=O)(=O)(O)O>CO>[CH2:1]([CH:3]1[CH2:12][C:11]2[C:6](=[CH:7][CH:8]=[CH:9][CH:10]=2)[CH:5]=[N:4]1)[CH3:2]. Reported procedure: To a stirred solution of 4-ethyl-5,9b-dihydro-4H-1-oxa-3a-aza-cyclopenta[a]naphthalene-2,3-dione (29.4 g, 0.12 mols) in methanol (1140 ml) was added concentrated sulfuric acid (60 ml) slowly. The reaction was then refluxed for 2 h. The solvent was evaporated and to the residue was added water (100 ml) and ethyl acetate (500 ml). The layers were then separated and the organic phase was then extracted with 2N HCl (2×200 ml). The aqueous layers were combined and made basic with concentrated ammoniu... Reactants: Cc1cc(C)c([N+](=O)[O-])c(Nc2ccc(CCO)cc2)n1, CCOC(C)=O. Yields the product Cc1cc(C)c(N)c(Nc2ccc(CCO)cc2)n1. Reaction SMILES: [CH3:1][c:2]1[c:3]([N+:19]([O-:20])=[O:21])[c:4]([NH:9][c:10]2[cH:11][cH:12][c:13]([CH2:16][CH2:17][OH:18])[cH:14][cH:15]2)[n:5][c:6]([CH3:8])[cH:7]1.[CH3:22][CH2:23][O:24][C:25](=[O:26])[CH3:27]>>[CH3:1][c:2]1[c:3]([NH2:19])[c:4]([NH:9][c:10]2[cH:11][cH:12][c:13]([CH2:16][CH2:17][OH:18])[cH:14][cH:15]2)[n:5][c:6]([CH3:8])[cH:7]1.